Dataset: the Open Reaction Database (ORD), a public repository of structured organic reaction records. Task: describe an organic reaction: reactants, conditions, products, and yield Starting materials: ClC=1OC(=CN1)C=1N(C2=CC=CC=C2C1)C(=O)OC(C)(C)C (tert-butyl 2-(2-chlorooxazol-5-yl)-1H-indole-1-carboxylate), NC=1C=C(C=CC1)NS(=O)(=O)C (N-(3-aminophenyl)methanesulfonamide). The solvent is CC(C)O (2-propanol). Run at temperature 80 celsius. Product: CS(=O)(=O)NC=1C=C(C=CC1)NC=1OC(=CN1)C=1N(C2=CC=CC=C2C1)C(=O)OC(C)(C)C (tert-butyl 2-(2-((3-(methylsulfonamido) phenyl)amino)oxazol-5-yl)-1H-indole-1-carboxylate). Yield: 53.4%. As a reaction SMILES: Cl[C:2]1[O:3][C:4]([C:7]2[N:8]([C:16]([O:18][C:19]([CH3:22])([CH3:21])[CH3:20])=[O:17])[C:9]3[C:14]([CH:15]=2)=[CH:13][CH:12]=[CH:11][CH:10]=3)=[CH:5][N:6]=1.[NH2:23][C:24]1[CH:25]=[C:26]([NH:30][S:31]([CH3:34])(=[O:33])=[O:32])[CH:27]=[CH:28][CH:29]=1>CC(O)C>[CH3:34][S:31]([NH:30][C:26]1[CH:25]=[C:24]([NH:23][C:2]2[O:3][C:4]([C:7]3[N:8]([C:16]([O:18][C:19]([CH3:22])([CH3:21])[CH3:20])=[O:17])[C:9]4[C:14]([CH:15]=3)=[CH:13][CH:12]=[CH:11][CH:10]=4)=[CH:5][N:6]=2)[CH:29]=[CH:28][CH:27]=1)(=[O:33])=[O:32]. Reported procedure: A mixture of tert-butyl 2-(2-chlorooxazol-5-yl)-1H-indole-1-carboxylate 21 (0.281 g, 0.883 mmol) and commercially available N-(3-aminophenyl)methanesulfonamide 6 (0.321 g, 1.723 mmol) in 2-propanol (20 mL) was heated to 80° C. for 14 h with stirring. Upon cooling, solvent was evaporated and silica column purified (Biotage) (Acetone/hexane as an eluent) to provide tert-butyl 2-(2-((3-(methylsulfonamido) phenyl)amino)oxazol-5-yl)-1H-indole-1-carboxylate 24 (0.221 g, 54% yield) as solid. MS (ES) m/... Reactants: COC(=O)CBr, Oc1ccccc1Br, O=C([O-])[O-], CCOC(C)=O, [K+], [K+], CN(C)C=O, O. The product is COC(=O)COc1ccccc1Br. Reaction SMILES: [Br:15][CH2:16][C:17](=[O:18])[O:19][CH3:20].[Br:7][c:8]1[c:9]([OH:14])[cH:10][cH:11][cH:12][cH:13]1.[C:1](=[O:2])([O-:3])[O-:4].[CH3:27][CH2:28][O:29][C:30]([CH3:31])=[O:32].[K+:5].[K+:6].[O:22]=[CH:23][N:24]([CH3:25])[CH3:26].[OH2:21]>>[Br:7][c:8]1[c:9]([O:14][CH2:16][C:17](=[O:18])[O:19][CH3:20])[cH:10][cH:11][cH:12][cH:13]1. Starting materials: CC(C)(C)OC(=O)N1CCOc2c(Br)cccc2C1, OB(O)C1=CCCCC1, CCO, Cc1ccccc1, [Na+], [Na+], O=C([O-])[O-], O, c1ccc(P(c2ccccc2)(c2ccccc2)[Pd](P(c2ccccc2)(c2ccccc2)c2ccccc2)(P(c2ccccc2)(c2ccccc2)c2ccccc2)P(c2ccccc2)(c2ccccc2)c2ccccc2)cc1. The product is CC(C)(C)OC(=O)N1CCOc2c(cccc2C2=CCCCC2)C1. RXN SMILES: [Br:1][c:2]1[cH:3][cH:4][cH:5][c:6]2[c:12]1[O:11][CH2:10][CH2:9][N:8]([C:13](=[O:14])[O:15][C:16]([CH3:17])([CH3:18])[CH3:19])[CH2:7]2.[C:20]1([B:26]([OH:27])[OH:28])=[CH:21][CH2:22][CH2:23][CH2:24][CH2:25]1.[CH3:30][CH2:31][OH:32].[CH3:39][c:40]1[cH:41][cH:42][cH:43][cH:44][cH:45]1.[Na+:33].[Na+:34].[O-:35][C:36](=[O:37])[O-:38].[OH2:29].[cH:46]1[cH:47][cH:48][c:49]([P:50]([Pd:51]([P:52]([c:53]2[cH:54][cH:55][cH:56][cH:57][cH:58]2)([c:59]2[cH:60][cH:61][cH:62][cH:63][cH:64]2)[c:65]2[cH:66][cH:67][cH:68][cH:69][cH:70]2)([P:71]([c:72]2[cH:73][cH:74][cH:75][cH:76][cH:77]2)([c:78]2[cH:79][cH:80][cH:81][cH:82][cH:83]2)[c:84]2[cH:85][cH:86][cH:87][cH:88][cH:89]2)[P:90]([c:91]2[cH:92][cH:93][cH:94][cH:95][cH:96]2)([c:97]2[cH:98][cH:99][cH:100][cH:101][cH:102]2)[c:103]2[cH:104][cH:105][cH:106][cH:107][cH:108]2)([c:109]2[cH:110][cH:111][cH:112][cH:113][cH:114]2)[c:115]2[cH:116][cH:117][cH:118][cH:119][cH:120]2)[cH:121][cH:122]1>>[c:2]1([C:20]2=[CH:21][CH2:22][CH2:23][CH2:24][CH2:25]2)[cH:3][cH:4][cH:5][c:6]2[c:12]1[O:11][CH2:10][CH2:9][N:8]([C:13](=[O:14])[O:15][C:16]([CH3:17])([CH3:18])[CH3:19])[CH2:7]2. The reactants are ClC1=NC=NC2=CC(=C(C=C12)OC)OC (4-chloro-6,7-dimethoxyquinazoline), NC1=C([Se]C(=C1)C(C)(C)C)C(=O)N (3-amino-5-tert-butylselenophene-2-carboxamide), [OH-].[Na+] (NaOH), [K+].[Br-] (KBr). The solvent is CN(C)C=O (DMF), O (water). Conditions: time 16 hour. The product is COC=1C=C2C(=NC=NC2=CC1OC)NC1=C([Se]C(=C1)C(C)(C)C)C(=O)N (3-(6,7-Dimethoxyquinazolin-4-ylamino)-5-tert-butylselenophene-2-carboxamide). RXN SMILES: Cl[C:2]1[C:11]2[C:6](=[CH:7][C:8]([O:14][CH3:15])=[C:9]([O:12][CH3:13])[CH:10]=2)[N:5]=[CH:4][N:3]=1.[NH2:16][C:17]1[CH:21]=[C:20]([C:22]([CH3:25])([CH3:24])[CH3:23])[Se:19][C:18]=1[C:26]([NH2:28])=[O:27].[OH-].[Na+].[K+].[Br-]>CN(C=O)C.O>[CH3:13][O:12][C:9]1[CH:10]=[C:11]2[C:6](=[CH:7][C:8]=1[O:14][CH3:15])[N:5]=[CH:4][N:3]=[C:2]2[NH:16][C:17]1[CH:21]=[C:20]([C:22]([CH3:25])([CH3:23])[CH3:24])[Se:19][C:18]=1[C:26]([NH2:28])=[O:27] |f:2.3,4.5|. Procedure details: To a solution of 4-chloro-6,7-dimethoxyquinazoline (500 mg, 2.23 mmol) in DMF (20 mL) was added sequentially 3-amino-5-tert-butylselenophene-2-carboxamide (820 mg, 3.34 mmol), powdered NaOH (270 mg, 6.69 mmol) and catalytic amount of KI at rt and the mixture was stirred at rt for 16 h. The mixture was poured into ice cooled water and stirred for 10 min. The solid separated was filtered, washed with water and dried (730 mg, 76%). The crude product was further chromatographed and recrystallized fr... The reactants are CC1(C)C=Cc2ccccc2C1=O, O=C(OO)c1cccc(Cl)c1, ClCCl. The product is CC1(C)C(=O)c2ccccc2C2OC21. Reaction SMILES: [CH3:1][C:2]1([CH3:13])[C:3](=[O:12])[c:4]2[cH:5][cH:6][cH:7][cH:8][c:9]2[CH:10]=[CH:11]1.[Cl:14][c:15]1[cH:16][cH:17][cH:18][c:19]([C:20]([O:21][OH:23])=[O:22])[cH:24]1.[Cl:25][CH2:26][Cl:27]>>[CH3:1][C:2]1([CH3:13])[C:3](=[O:12])[c:4]2[cH:5][cH:6][cH:7][cH:8][c:9]2[CH:10]2[CH:11]1[O:22]2. Reactants: FC=1C=CC=2N(C(NCC2N1)=O)C1=CC=CC=C1 (6-fluoro-1-phenyl-3,4-dihydro-1H-pyrido[3,2-d]pyrimidin-2-one), [H-].[Na+] (sodium hydride), O (H2O), C(C1=CC=CC=C1)Br (Benzyl bromide). Run in CN(C)C=O (DMF). Reaction conditions: time 1 hour. The product is C(C1=CC=CC=C1)N1C(N(C2=C(C1)N=C(C=C2)F)C2=CC=CC=C2)=O (3-benzyl-6-fluoro-1-phenyl-3,4-dihydro-1H-pyrido[3,2-d]pyrimidin-2-one). Yield: 67.2%. As a reaction SMILES: [F:1][C:2]1[CH:3]=[CH:4][C:5]2[N:6]([C:13]3[CH:18]=[CH:17][CH:16]=[CH:15][CH:14]=3)[C:7](=[O:12])[NH:8][CH2:9][C:10]=2[N:11]=1.[H-].[Na+].[CH2:21](Br)[C:22]1[CH:27]=[CH:26][CH:25]=[CH:24][CH:23]=1.O>CN(C=O)C>[CH2:21]([N:8]1[CH2:9][C:10]2[N:11]=[C:2]([F:1])[CH:3]=[CH:4][C:5]=2[N:6]([C:13]2[CH:18]=[CH:17][CH:16]=[CH:15][CH:14]=2)[C:7]1=[O:12])[C:22]1[CH:27]=[CH:26][CH:25]=[CH:24][CH:23]=1 |f:1.2|. Procedure: To a solution of 6-fluoro-1-phenyl-3,4-dihydro-1H-pyrido[3,2-d]pyrimidin-2-one (120 mg, 0.5 mmol, 1.0 equiv) in DMF (3 mL) was added sodium hydride (60% in mineral oil, 24 mg, 0.6 mmol, 1.2 equiv) and the reaction mixture was stirred for 1 h. Benzyl bromide (70 μL, 0.6 mmol, 1.2 equiv) was added and the mixture was stirred for 16 h. H2O was added and the product was extracted with EtOAc. The organic phase was washed with, brine, dried (MgSO4), filtered and concentrated under reduced pressure. Th... The reactants are C(C)(C)(C)OC(NC1=C(C=C(C(=C1)OCC(F)(F)F)C(F)(F)F)N)=O ([2-amino-5-(2,2,2-trifluoro-ethoxy)-4-trifluoromethyl-phenyl]-carbamic acid tert-butyl ester), C(C)(C)(C)OC(CC(=O)C1=CC(=CC=C1)C=1C=NC(=CC1)C(C)C)=O (3-[3-(6-isopropyl-pyridin-3-yl)-phenyl]-3-oxo-propionic acid tert-butyl ester). Product: C(C)(C)(C)OC(NC1=C(C=C(C(=C1)OCC(F)(F)F)C(F)(F)F)NC(CC(=O)C1=CC(=CC=C1)C=1C=NC(=CC1)C(C)C)=O)=O ([2-{3-[3-(6-Isopropyl-pyridin-3-yl)-phenyl]-3-oxo-propionylamino}-5-(2,2,2-trifluoro-ethoxy)-4-trifluoromethyl-phenyl]-carbamic acid tert-butyl ester). RXN SMILES: [C:1]([O:5][C:6](=[O:25])[NH:7][C:8]1[CH:13]=[C:12]([O:14][CH2:15][C:16]([F:19])([F:18])[F:17])[C:11]([C:20]([F:23])([F:22])[F:21])=[CH:10][C:9]=1[NH2:24])([CH3:4])([CH3:3])[CH3:2].C([O:30][C:31](=O)[CH2:32][C:33]([C:35]1[CH:40]=[CH:39][CH:38]=[C:37]([C:41]2[CH:42]=[N:43][C:44]([CH:47]([CH3:49])[CH3:48])=[CH:45][CH:46]=2)[CH:36]=1)=[O:34])(C)(C)C>>[C:1]([O:5][C:6](=[O:25])[NH:7][C:8]1[CH:13]=[C:12]([O:14][CH2:15][C:16]([F:18])([F:17])[F:19])[C:11]([C:20]([F:22])([F:23])[F:21])=[CH:10][C:9]=1[NH:24][C:31](=[O:30])[CH2:32][C:33]([C:35]1[CH:40]=[CH:39][CH:38]=[C:37]([C:41]2[CH:42]=[N:43][C:44]([CH:47]([CH3:48])[CH3:49])=[CH:45][CH:46]=2)[CH:36]=1)=[O:34])([CH3:4])([CH3:2])[CH3:3]. Reported procedure: The title compound was prepared from [2-amino-5-(2,2,2-trifluoro-ethoxy)-4-trifluoromethyl-phenyl]-carbamic acid tert-butyl ester (Example J6) (281 mg, 0.75 mmol) and 3-[3-(6-isopropyl-pyridin-3-yl)-phenyl]-3-oxo-propionic acid tert-butyl ester (Example K22) (255 mg, 0.75 mmol) according to the general procedure M. Obtained as an amorphous light brown substance (368 mg, 77%). Reactants: CO, COC(=O)C12OC(CNC(=O)CNC(=O)CN3CCN(CC(=O)OC(C)(C)C)CCN(CC(=O)OC(C)(C)C)CCN(CC(=O)OC(C)(C)C)CC3)C(O)C1OC(C)(C)O2. The product is CC(C)(C)OC(=O)CN1CCN(CC(=O)NCC(=O)NCC2OC3(C(=O)O)OC(C)(C)OC3C2O)CCN(CC(=O)OC(C)(C)C)CCN(CC(=O)OC(C)(C)C)CC1. RXN SMILES: [CH3:61][OH:62].[OH:1][CH:2]1[CH:3]([CH2:16][NH:17][C:18]([CH2:19][NH:20][C:21]([CH2:22][N:23]2[CH2:24][CH2:25][N:26]([CH2:51][C:52](=[O:53])[O:54][C:55]([CH3:56])([CH3:57])[CH3:58])[CH2:27][CH2:28][N:29]([CH2:43][C:44]([O:45][C:46]([CH3:47])([CH3:48])[CH3:49])=[O:50])[CH2:30][CH2:31][N:32]([CH2:35][C:36]([O:37][C:38]([CH3:39])([CH3:40])[CH3:41])=[O:42])[CH2:33][CH2:34]2)=[O:59])=[O:60])[O:4][C:5]2([C:12](=[O:13])[O:14][CH3:15])[O:6][C:7]([CH3:10])([CH3:11])[O:8][CH:9]12>>[OH:1][CH:2]1[CH:3]([CH2:16][NH:17][C:18]([CH2:19][NH:20][C:21]([CH2:22][N:23]2[CH2:24][CH2:25][N:26]([CH2:51][C:52](=[O:53])[O:54][C:55]([CH3:56])([CH3:57])[CH3:58])[CH2:27][CH2:28][N:29]([CH2:43][C:44]([O:45][C:46]([CH3:47])([CH3:48])[CH3:49])=[O:50])[CH2:30][CH2:31][N:32]([CH2:35][C:36]([O:37][C:38]([CH3:39])([CH3:40])[CH3:41])=[O:42])[CH2:33][CH2:34]2)=[O:59])=[O:60])[O:4][C:5]2([C:12](=[O:13])[OH:14])[O:6][C:7]([CH3:10])([CH3:11])[O:8][CH:9]12.